This data is from the Open Reaction Database (ORD), a public repository of structured organic reaction records. The task is: describe an organic reaction: reactants, conditions, products, and yield Reaction SMILES: [CH3:1][O:2][C:3]1[CH:8]=[CH:7][C:6](/[C:9](/[CH2:13][CH2:14][CH2:15][CH2:16][CH3:17])=[CH:10]/[CH:11]=O)=[CH:5][CH:4]=1.[C:18]([CH:22]=P(C1C=CC=CC=1)(C1C=CC=CC=1)C1C=CC=CC=1)([O:20][CH3:21])=[O:19]>C(Cl)(Cl)(Cl)Cl>[CH3:21][O:20][C:18](=[O:19])/[CH:22]=[CH:11]/[CH:10]=[C:9](/[C:6]1[CH:7]=[CH:8][C:3]([O:2][CH3:1])=[CH:4][CH:5]=1)\[CH2:13][CH2:14][CH2:15][CH2:16][CH3:17]. Yields the product COC(\C=C\C=C(/CCCCC)\C1=CC=C(C=C1)OC)=O ((E,E)-5-(4-methoxyphenyl)-2,4-decadienoic acid methyl ester). Reported procedure: As described in Example 99, (E)-3-(4-methoxyphenyl)-2-octenal (6 g) was treated with (carbomethoxymethylene)triphenylphosphorane (9.5 g) in carbon tetrachloride (60 mL) for 4 days at room temperature. The ester was isolated in the normal manner and purified by HPLC (ether-hexane; 1:7.5) to furnish 6.1 g of (E,E)-5-(4-methoxyphenyl)-2,4-decadienoic acid methyl ester as an oil. Solvent: C(Cl)(Cl)(Cl)Cl (carbon tetrachloride). The reactants are COC1=CC=C(C=C1)/C(=C/C=O)/CCCCC ((E)-3-(4-methoxyphenyl)-2-octenal), C(=O)(OC)C=P(C1=CC=CC=C1)(C1=CC=CC=C1)C1=CC=CC=C1 ((carbomethoxymethylene)triphenylphosphorane). Starting materials: ClC=1C=CC=C2C(=NNC12)C1=C(C=C(C=C1)OC)C (7-chloro-3-(4-methoxy-2-methylphenyl)-1H-indazole), [H-].[Na+] (sodium hydride), IC(C)C (2-iodopropane). The yield is 61.1%. Product: ClC=1C=CC=C2C(=NN(C12)C(C)C)C1=C(C=C(C=C1)OC)C (7-chloro-1-isopropyl-3-(4-methoxy-2-methylphenyl)-1H-indazole). Reaction SMILES: [Cl:1][C:2]1[CH:3]=[CH:4][CH:5]=[C:6]2[C:10]=1[NH:9][N:8]=[C:7]2[C:11]1[CH:16]=[CH:15][C:14]([O:17][CH3:18])=[CH:13][C:12]=1[CH3:19].[H-].[Na+].I[CH:23]([CH3:25])[CH3:24]>>[Cl:1][C:2]1[CH:3]=[CH:4][CH:5]=[C:6]2[C:10]=1[N:9]([CH:23]([CH3:25])[CH3:24])[N:8]=[C:7]2[C:11]1[CH:16]=[CH:15][C:14]([O:17][CH3:18])=[CH:13][C:12]=1[CH3:19] |f:1.2|. Reported procedure: Prepared according to Method D step B from 7-chloro-3-(4-methoxy-2-methylphenyl)-1H-indazole (0.150 g, 0.52 mmol), sodium hydride (60% in oil, 0.025 g, 1.04 mmol) and 2-iodopropane (0.07 mL, 0.7 mmol) to give the title compound (0.100 g) as a white solid. Starting materials: glass, C([O-])(O)=O.[Na+] (sodium bicarbonate), Cl.[N+](=O)([O-])C1=CC=C(C=C1)OC(=O)OCC1=CN=CS1 (5-(p-nitrophenyloxycarbonyloxymethyl)thiazole hydrochloride), Cl (hydrochloric acid), N[C@@H](CC1=CC=CC=C1)[C@H](C[C@H](CC1=CC=CC=C1)NC(=O)OC(C)(C)C)O ((2S, 3S, 5S)-2-Amino-3-hydroxy-5-(t-butyloxycarbonylamino)-1,6-diphenylhexane), 5succinic acid, O.N (ammonia water). The solvent is C(C)(=O)OCC (Ethyl acetate), C(C)(=O)OCC (ethyl acetate), O (water). Run at temperature 30 celsius, time 2.5 hour. The product is N[C@H](C[C@@H]([C@H](CC1=CC=CC=C1)NC(=O)OCC1=CN=CS1)O)CC1=CC=CC=C1 ((2S,3S,5S )-5-amino-2-(N-((5-thiazolyl)methoxycarbonyl)amino)-1,6-diphenyl-3-hydroxyhexane). As a reaction SMILES: [NH2:1][C@H:2]([C@@H:10]([OH:28])[CH2:11][C@@H:12]([NH:20]C(OC(C)(C)C)=O)[CH2:13][C:14]1[CH:19]=[CH:18][CH:17]=[CH:16][CH:15]=1)[CH2:3][C:4]1[CH:9]=[CH:8][CH:7]=[CH:6][CH:5]=1.Cl.[N+](C1C=CC(O[C:40]([O:42][CH2:43][C:44]2[S:48][CH:47]=[N:46][CH:45]=2)=[O:41])=CC=1)([O-])=O.C(=O)(O)[O-].[Na+].O.N.Cl>C(OCC)(=O)C.O>[NH2:20][C@@H:12]([CH2:13][C:14]1[CH:19]=[CH:18][CH:17]=[CH:16][CH:15]=1)[CH2:11][C@H:10]([OH:28])[C@@H:2]([NH:1][C:40]([O:42][CH2:43][C:44]1[S:48][CH:47]=[N:46][CH:45]=1)=[O:41])[CH2:3][C:4]1[CH:9]=[CH:8][CH:7]=[CH:6][CH:5]=1 |f:1.2,3.4,5.6|. Procedure: To a 750 gallon glass lined reactor were charged (2S, 3S, 5S)-2-Amino-3-hydroxy-5-(t-butyloxycarbonylamino)-1,6-diphenylhexane--0.5succinic acid salt (75.0 kg, 169 moles), 5-(p-nitrophenyloxycarbonyloxymethyl)thiazole hydrochloride (65.0 kg, 205 moles) and sodium bicarbonate (70.0 kg, 833 moles). Ethyl acetate (826 kg, 918 L) was added and the agitator was started. Tap water (788 kg) was added and the mixture was warmed to 30° C. and stirred for 2.5 hours until all of the solids were dissolved. ... Reaction SMILES: [BH4-:39].[CH2:1]([c:2]1[cH:3][cH:4][cH:5][cH:6][cH:7]1)[N:8]1[C:9]2([c:25]3[cH:26][cH:27][cH:28][cH:29][cH:30]3)[C:10](=[O:24])[CH:11]([F:23])[CH2:12][CH:13]1[CH:14]([C:16](=[O:17])[O:18][C:19]([CH3:20])([CH3:21])[CH3:22])[CH2:15]2.[CH3:43][OH:44].[NH2:31][CH2:32][c:33]1[cH:34][cH:35][cH:36][cH:37][cH:38]1.[Na+:40].[Na+:42].[OH-:41]>>[CH2:1]([c:2]1[cH:3][cH:4][cH:5][cH:6][cH:7]1)[N:8]1[C:9]2([c:25]3[cH:26][cH:27][cH:28][cH:29][cH:30]3)[CH:10]([NH:31][CH2:32][c:33]3[cH:34][cH:35][cH:36][cH:37][cH:38]3)[CH:11]([F:23])[CH2:12][CH:13]1[CH:14]([C:16](=[O:17])[O:18][C:19]([CH3:20])([CH3:21])[CH3:22])[CH2:15]2. The product is CC(C)(C)OC(=O)C1CC2(c3ccccc3)C(NCc3ccccc3)C(F)CC1N2Cc1ccccc1. Reactants: [BH4-], CC(C)(C)OC(=O)C1CC2(c3ccccc3)C(=O)C(F)CC1N2Cc1ccccc1, CO, NCc1ccccc1, [Na+], [Na+], [OH-]. Starting materials: N[C@@H](CC(=O)O)C(=O)O (aspartic acid), C(=O)(O)[O-].[Na+] (NaHCO3), C(CCC)N(C1=C2C=CC=C(C2=CC=C1)S(=O)(=O)Cl)CCCC (5-dibutylamino-naphthalene-1-sulfonyl chloride). Run in O (water), CC(=O)C (acetone), CC(=O)C (acetone). Reaction conditions: time 8 hour. Yields the product C(CCC)N(C1=C2C=CC=C(C2=CC=C1)S(=O)(=O)N[C@@H](CC(=O)O)C(=O)O)CCCC ((5-dibutylamino-naphthalene-1-sulfonyl)-L-aspartic acid). Reaction SMILES: [NH2:1][C@H:2]([C:7]([OH:9])=[O:8])[CH2:3][C:4]([OH:6])=[O:5].C([O-])(O)=O.[Na+].[CH2:15]([N:19]([CH2:34][CH2:35][CH2:36][CH3:37])[C:20]1[CH:29]=[CH:28][CH:27]=[C:26]2[C:21]=1[CH:22]=[CH:23][CH:24]=[C:25]2[S:30](Cl)(=[O:32])=[O:31])[CH2:16][CH2:17][CH3:18]>O.CC(C)=O>[CH2:15]([N:19]([CH2:34][CH2:35][CH2:36][CH3:37])[C:20]1[CH:29]=[CH:28][CH:27]=[C:26]2[C:21]=1[CH:22]=[CH:23][CH:24]=[C:25]2[S:30]([NH:1][C@H:2]([C:7]([OH:9])=[O:8])[CH2:3][C:4]([OH:6])=[O:5])(=[O:32])=[O:31])[CH2:16][CH2:17][CH3:18] |f:1.2|. Procedure details: Two mmoles of aspartic acid and 4 mmoles of NaHCO3 were dissolved in 5 ml of water. A solution containing 1 mmol of 5-dibutylamino-naphthalene-1-sulfonyl chloride (Bansyl chloride, Purchased from TCI) in acetone was slowly added. More acetone was added until the solution was clear. The mixture was stirred overnight at room temperature and protected from light. Acetone was removed by flash evaporation and the remaining water solution was acidified to a of pH=4.5 to 5 by adding 2M citric acid. The... The reactants are [BH3-]C#N, CC(=O)O, CO, COc1ccc(N)cc1OC1CCCC1, O=CCCl, [Na+]. The product is COc1ccc(NCCCl)cc1OC1CCCC1. Reaction SMILES: [C:20]([BH3-:21])#[N:22].[CH3:24][C:25](=[O:26])[OH:27].[CH3:28][OH:29].[CH:1]1([O:6][c:7]2[cH:8][c:9]([NH2:10])[cH:11][cH:12][c:13]2[O:14][CH3:15])[CH2:2][CH2:3][CH2:4][CH2:5]1.[Cl:16][CH2:17][CH:18]=[O:19].[Na+:23]>>[CH:1]1([O:6][c:7]2[cH:8][c:9]([NH:10][CH2:18][CH2:17][Cl:16])[cH:11][cH:12][c:13]2[O:14][CH3:15])[CH2:2][CH2:3][CH2:4][CH2:5]1. Reactants: CCOC(=O)c1nc(Br)ccc1N, Cc1ccccc1, C1CCC(P(C2CCCCC2)C2CCCCC2)CC1, OB(O)C1CC1, [K+], [K+], [K+], CC(=O)[O-], CC(=O)[O-], O, O=P([O-])([O-])[O-], [Pd+2]. Yields the product CCOC(=O)c1nc(C2CC2)ccc1N. As a reaction SMILES: [CH2:1]([CH3:2])[O:3][C:4](=[O:5])[c:6]1[n:7][c:8]([Br:13])[cH:9][cH:10][c:11]1[NH2:12].[CH3:47][c:48]1[cH:49][cH:50][cH:51][cH:52][cH:53]1.[CH:22]1([P:23]([CH:27]2[CH2:28][CH2:29][CH2:30][CH2:31][CH2:32]2)[CH:35]2[CH2:26][CH2:25][CH2:24][CH2:39][CH2:40]2)[CH2:33][CH2:34][CH2:36][CH2:37][CH2:38]1.[CH:41]1([B:42]([OH:43])[OH:44])[CH2:45][CH2:46]1.[K+:19].[K+:20].[K+:21].[O-:55][C:56]([CH3:57])=[O:58].[O-:59][C:60]([CH3:61])=[O:62].[OH2:63].[P:14]([O-:15])([O-:16])([O-:17])=[O:18].[Pd+2:54]>>[CH2:1]([CH3:2])[O:3][C:4](=[O:5])[c:6]1[n:7][c:8]([CH:39]2[CH2:35][CH2:40]2)[cH:9][cH:10][c:11]1[NH2:12]. Reaction SMILES: [CH2:33]1[O:34][CH2:35][CH2:36][CH2:37]1.[CH3:1][O:2][C:3]([CH2:4][N:5]([CH2:6][CH2:7][O:8][c:9]1[cH:10][c:11]2[c:15]([cH:16][cH:17]1)[CH2:14][CH2:13][CH2:12]2)[S:18](=[O:19])(=[O:20])[c:21]1[c:22]([Cl:28])[cH:23][c:24]([Br:27])[cH:25][cH:26]1)=[O:29].[ClH:32].[Na+:31].[OH-:30].[OH2:38]>>[O:2]=[C:3]([CH2:4][N:5]([CH2:6][CH2:7][O:8][c:9]1[cH:10][c:11]2[c:15]([cH:16][cH:17]1)[CH2:14][CH2:13][CH2:12]2)[S:18](=[O:19])(=[O:20])[c:21]1[c:22]([Cl:28])[cH:23][c:24]([Br:27])[cH:25][cH:26]1)[OH:29]. Yields the product O=C(O)CN(CCOc1ccc2c(c1)CCC2)S(=O)(=O)c1ccc(Br)cc1Cl. The reactants are C1CCOC1, COC(=O)CN(CCOc1ccc2c(c1)CCC2)S(=O)(=O)c1ccc(Br)cc1Cl, Cl, [Na+], [OH-], O.